From a dataset of the Open Reaction Database (ORD), a public repository of structured organic reaction records. describe an organic reaction: reactants, conditions, products, and yield Starting materials: CC(C)(C)OC(=O)OC(=O)[O-], ClCCl, NCCCO. Yields the product CC(C)(C)OC(=O)NCCCO. Reaction SMILES: [C:6]([CH3:7])([CH3:8])([CH3:9])[O:10][C:11](=[O:12])[O:13][C:14]([O-:15])=[O:16].[CH2:17]([Cl:18])[Cl:19].[NH2:1][CH2:2][CH2:3][CH2:4][OH:5]>>[NH:1]([CH2:2][CH2:3][CH2:4][OH:5])[C:11]([O:10][C:6]([CH3:7])([CH3:8])[CH3:9])=[O:12].